From a dataset of the Open Reaction Database (ORD), a public repository of structured organic reaction records. describe an organic reaction: reactants, conditions, products, and yield Reactants: CCOC(C)=O, CCO, [Cl-], O=C(Nc1cc(Oc2ccc([N+](=O)[O-])cc2F)ncn1)N1CCCCC1, [Fe], [NH4+], C1CCOC1. Product: Nc1ccc(Oc2cc(NC(=O)N3CCCCC3)ncn2)c(F)c1. RXN SMILES: [C:34]([O:35][CH2:36][CH3:37])(=[O:38])[CH3:39].[CH3:40][CH2:41][OH:42].[Cl-:27].[F:1][c:2]1[c:3]([O:4][c:5]2[cH:6][c:7]([NH:11][C:12](=[O:13])[N:14]3[CH2:15][CH2:16][CH2:17][CH2:18][CH2:19]3)[n:8][cH:9][n:10]2)[cH:20][cH:21][c:22]([N+:24]([O-:25])=[O:26])[cH:23]1.[Fe:43].[NH4+:28].[O:29]1[CH2:30][CH2:31][CH2:32][CH2:33]1>>[F:1][c:2]1[c:3]([O:4][c:5]2[cH:6][c:7]([NH:11][C:12](=[O:13])[N:14]3[CH2:15][CH2:16][CH2:17][CH2:18][CH2:19]3)[n:8][cH:9][n:10]2)[cH:20][cH:21][c:22]([NH2:24])[cH:23]1. The reactants are O (water), Cl (hydrogen chloride), stannic chloride, CC1(CCSC2=CC=CC=C12)C (4,4-dimethylthiochroman), CC1(CCSC2=CC=CC=C12)C (4,4-dimethylthiochroman), C(C)(=O)Cl (acetyl chloride). Run in C1=CC=CC=C1 (benzene). Run at time 12 hour. Product: CC1(CCSC2=CC=C(C=C12)C(C)=O)C (4,4-Dimethyl-6-acetylthiochroman). RXN SMILES: [CH3:1][C:2]1([CH3:12])[C:11]2[C:6](=[CH:7][CH:8]=[CH:9][CH:10]=2)[S:5][CH2:4][CH2:3]1.[C:13](Cl)(=[O:15])[CH3:14].O.Cl>C1C=CC=CC=1>[CH3:1][C:2]1([CH3:12])[C:11]2[C:6](=[CH:7][CH:8]=[C:9]([C:13](=[O:15])[CH3:14])[CH:10]=2)[S:5][CH2:4][CH2:3]1. Procedure details: A solution of 14.3g (80.21 mmol) of 4,4-dimethylthiochroman (Compound 61) and 6.76g (86.12 mmol) of acetyl chloride in 65 ml benzene was cooled in an ice bath and treated dropwise with 26.712g (102.54 mmol) of stannic chloride. The mixture was stirred at room temperature for 12 hours, then treated with 65 ml water and 33 ml conc. hydrogen chloride and heated at reflux for 0.5 hours. After being cooled to room temperature, the organic layer was separated and the aqueous layer extracted with 5×50 ... The reactants are ClC1=CC=C(S1)C(=O)O (5-chloro-thiophene-2-carboxylic acid), C(C)(C)(C)OC(=O)N1CC(C1)NS(=O)(=O)CCN (3-(2-amino-ethanesulfonylamino)-azetidine-1-carboxylic acid tert-butyl ester). Product: C(C)(C)(C)OC(=O)N1CC(C1)NS(=O)(=O)CCNC(=O)C=1SC(=CC1)Cl (3-{2-[(5-chloro-thiophene-2-carbonyl)-amino]-ethanesulfonylamino}-azetidine-1-carboxylic acid tert-butyl ester). As a reaction SMILES: [Cl:1][C:2]1[S:6][C:5]([C:7]([OH:9])=O)=[CH:4][CH:3]=1.[C:10]([O:14][C:15]([N:17]1[CH2:20][CH:19]([NH:21][S:22]([CH2:25][CH2:26][NH2:27])(=[O:24])=[O:23])[CH2:18]1)=[O:16])([CH3:13])([CH3:12])[CH3:11]>>[C:10]([O:14][C:15]([N:17]1[CH2:20][CH:19]([NH:21][S:22]([CH2:25][CH2:26][NH:27][C:7]([C:5]2[S:6][C:2]([Cl:1])=[CH:3][CH:4]=2)=[O:9])(=[O:24])=[O:23])[CH2:18]1)=[O:16])([CH3:13])([CH3:12])[CH3:11]. Procedure: 3-{2-[(5-Chloro-thiophene-2-carbonyl)-amino]-ethanesulfonylamino}-azetidine-1-carboxylic acid tert-butyl ester was prepared by an analogous procedure as described in example 5 iii) starting from 240 mg (1.3 equiv.) 5-chloro-thiophene-2-carboxylic acid and 308 mg (1.1 mmol) 3-(2-amino-ethanesulfonylamino)-azetidine-1-carboxylic acid tert-butyl ester. Final purification by preparative RP-HPLC (CH3CN/H2O gradient+0.1% TFA) gave pure 3-{2-[(5-chloro-thiophene-2-carbonyl)-amino]-ethanesulfonylamino}-... Starting materials: FC(C=1C=C(C=C(C1)C(F)(F)F)[C@@H]1[C@@H](N(C(O1)=O)CC1=C(C=CC(=C1)[N+](=O)[O-])C1=C(C=C(C(=C1)C(C)C)F)OC)C)(F)F ((4S,5R)-5-[3,5-bis(trifluoromethyl)phenyl]-3-[(4′-fluoro-5′-isopropyl-2′-methoxy-4-nitrobiphenyl-2-yl)methyl]-4-methyl-1,3-oxazolidin-2-one). The solvent is CO (methanol). Product: NC1=CC(=C(C=C1)C1=C(C=C(C(=C1)C(C)C)F)OC)CN1C(O[C@@H]([C@@H]1C)C1=CC(=CC(=C1)C(F)(F)F)C(F)(F)F)=O ((4S,5R)-3-[(4-amino-4′-fluoro-5′-isopropyl-2′-methoxybiphenyl-2-yl)methyl]-5-[3,5-bis(trifluoromethyl)phenyl]-4-methyl-1,3-oxazolidin-2-one). As a reaction SMILES: [F:1][C:2]([F:43])([F:42])[C:3]1[CH:4]=[C:5]([C@H:13]2[O:17][C:16](=[O:18])[N:15]([CH2:19][C:20]3[CH:25]=[C:24]([N+:26]([O-])=O)[CH:23]=[CH:22][C:21]=3[C:29]3[CH:34]=[C:33]([CH:35]([CH3:37])[CH3:36])[C:32]([F:38])=[CH:31][C:30]=3[O:39][CH3:40])[C@H:14]2[CH3:41])[CH:6]=[C:7]([C:9]([F:12])([F:11])[F:10])[CH:8]=1>CO>[NH2:26][C:24]1[CH:23]=[CH:22][C:21]([C:29]2[CH:34]=[C:33]([CH:35]([CH3:36])[CH3:37])[C:32]([F:38])=[CH:31][C:30]=2[O:39][CH3:40])=[C:20]([CH2:19][N:15]2[C@@H:14]([CH3:41])[C@@H:13]([C:5]3[CH:6]=[C:7]([C:9]([F:10])([F:11])[F:12])[CH:8]=[C:3]([C:2]([F:43])([F:42])[F:1])[CH:4]=3)[O:17][C:16]2=[O:18])[CH:25]=1. Procedure: A solution of (4S,5R)-5-[3,5-bis(trifluoromethyl)phenyl]-3-[(4′-fluoro-5′-isopropyl-2′-methoxy-4-nitrobiphenyl-2-yl)methyl]-4-methyl-1,3-oxazolidin-2-one (1.94 g, 3.16 mmol) in methanol (20 mL) was subject to H2 (40 psi., Parr shaker) at 20° C. for 1.5 h. LCMS indicated the presence of trace starting material. The crude mixture was filtered through a bed of Celite (521). The filtrate was evaporated in vacuo to afford a glass as the product. LC-MS: 585.32 (M+1)+. 1H NMR (CDCl3, 500 MHz) δ 1:1 mix... Reactants: C(C)(=O)OC(C(=O)Br)C(COC(C)=O)OC(C)=O (2,3,4-triacetoxybutanoyl bromide), NC=1C(=C(C(=C(C(=O)NCC(COC(C)=O)OC(C)=O)C1I)I)COC(C)=O)I (5-Amino-3-acetoxymethyl-N-(2,3-diacetoxypropyl)-2,4,6-triiodobenzamide), C(=O)(O)[O-].[Na+] (NaHCO3). Run in CN(C(C)=O)C (N,N-dimethylacetamide). Conditions: time 5 hour. The product is C(C)(=O)OC(C(=O)NC=1C(=C(C(=C(C(=O)NCC(COC(C)=O)OC(C)=O)C1I)I)COC(C)=O)I)C(COC(C)=O)OC(C)=O (5-[N′-(2,3,4-Triacetoxybutanoyl)amino]-3-acetoxymethyl-N-(2,3-diacetoxypropyl)-2,4,6-triiodobenzamide). Isolated yield 34.7%. RXN SMILES: [NH2:1][C:2]1[C:3]([I:29])=[C:4]([CH2:24][O:25][C:26](=[O:28])[CH3:27])[C:5]([I:23])=[C:6]([C:21]=1[I:22])[C:7]([NH:9][CH2:10][CH:11]([O:17][C:18](=[O:20])[CH3:19])[CH2:12][O:13][C:14](=[O:16])[CH3:15])=[O:8].[C:30]([O:33][CH:34]([CH:38]([O:44][C:45](=[O:47])[CH3:46])[CH2:39][O:40][C:41](=[O:43])[CH3:42])[C:35](Br)=[O:36])(=[O:32])[CH3:31].C([O-])(O)=O.[Na+]>CN(C)C(=O)C>[C:30]([O:33][CH:34]([CH:38]([O:44][C:45](=[O:47])[CH3:46])[CH2:39][O:40][C:41](=[O:43])[CH3:42])[C:35]([NH:1][C:2]1[C:3]([I:29])=[C:4]([CH2:24][O:25][C:26](=[O:28])[CH3:27])[C:5]([I:23])=[C:6]([C:21]=1[I:22])[C:7]([NH:9][CH2:10][CH:11]([O:17][C:18](=[O:20])[CH3:19])[CH2:12][O:13][C:14](=[O:16])[CH3:15])=[O:8])=[O:36])(=[O:32])[CH3:31] |f:2.3|. Procedure details: 5-Amino-3-acetoxymethyl-N-(2,3-diacetoxypropyl)-2,4,6-triiodobenzamide (30.0 g, 40.3 mmol) was dissolved in dry N,N-dimethylacetamide (50 ml) and added dropwise to 2,3,4-triacetoxybutanoyl bromide (26.0 g, 0.93 mol) at 0° C. The mixture was stirred at ambient temperature for 5 h, and then added slowly to an aqueous solution of NaHCO3 (5%, 500 ml). A semi-crystalline precipitate was formed, filtered off and dissolved in ethyl acetate (200 ml). The organic phase was washed three times with diluted... Reactants: ClC1=CC=C(S1)C(=O)O (5-chloro-2-thiophenecarboxylic acid), Cl (hydrochloric acid), C(CCCCCCCCCCC)S (1-dodecanethiol), [H-].[Na+] (sodium hydride). Solvent: C1(=CC=CC=C1)C (toluene), O (Water). Reaction conditions: time 1 hour. Product: C(CCCCCCCCCCC)SC1=CC=C(S1)C(=O)O (5-(dodecylthio)-2-thiophenecarboxylic acid). As a reaction SMILES: [CH2:1]([SH:13])[CH2:2][CH2:3][CH2:4][CH2:5][CH2:6][CH2:7][CH2:8][CH2:9][CH2:10][CH2:11][CH3:12].[H-].[Na+].Cl[C:17]1[S:21][C:20]([C:22]([OH:24])=[O:23])=[CH:19][CH:18]=1.Cl>C1(C)C=CC=CC=1.O>[CH2:1]([S:13][C:17]1[S:21][C:20]([C:22]([OH:24])=[O:23])=[CH:19][CH:18]=1)[CH2:2][CH2:3][CH2:4][CH2:5][CH2:6][CH2:7][CH2:8][CH2:9][CH2:10][CH2:11][CH3:12] |f:1.2|. Reported procedure: A mixture of 40.5 g (0.2 mole) of 1-dodecanethiol (laurylmercaptan) in 19.2 g (0.4 mole) of sodium hydride (50% in oil) in 1 liter of toluene is refluxed with stirring for 1 hour then cooled to room temperature. To the mixture 32.5 g (0.2 mole) of 5-chloro-2-thiophenecarboxylic acid is added and the mixture is refluxed with stirring for 24 hours after which the mixture is cooled to room temperature and acidified with 5% aqueous hydrochloric acid. Water is added, and the toluene layer is separate...